From a dataset of the Open Reaction Database (ORD), a public repository of structured organic reaction records. describe an organic reaction: reactants, conditions, products, and yield The reactants are CCCC(NC(=O)Cc1cc(F)cc(F)c1)C(=O)O, Nc1cn(C(CO)c2ccc(F)cc2)cn1. Yields the product CCCC(NC(=O)Cc1cc(F)cc(F)c1)C(=O)Nc1cn(C(CO)c2ccc(F)cc2)cn1. Reaction SMILES: [F:17][c:18]1[cH:19][c:20]([CH2:25][C:26](=[O:27])[NH:28][CH:29]([C:30](=[O:31])[OH:32])[CH2:33][CH2:34][CH3:35])[cH:21][c:22]([F:24])[cH:23]1.[NH2:1][c:2]1[n:3][cH:4][n:5]([CH:7]([CH2:8][OH:9])[c:10]2[cH:11][cH:12][c:13]([F:16])[cH:14][cH:15]2)[cH:6]1>>[NH:1]([c:2]1[n:3][cH:4][n:5]([CH:7]([CH2:8][OH:9])[c:10]2[cH:11][cH:12][c:13]([F:16])[cH:14][cH:15]2)[cH:6]1)[C:30]([CH:29]([NH:28][C:26]([CH2:25][c:20]1[cH:19][c:18]([F:17])[cH:23][c:22]([F:24])[cH:21]1)=[O:27])[CH2:33][CH2:34][CH3:35])=[O:31]. Reactants: C(CCC)N1N=C(C=C1CC(C)(C)O)C(=O)OCC (Ethyl 1-butyl-5-(2-hydroxy-2-methylpropyl)-1H-pyrazole-3-carboxylate), N (ammonia), solution. The solvent is CO (methanol). Product: C(CCC)N1N=C(C=C1CC(C)(C)O)C(=O)N (1-butyl-5-(2-hydroxy-2-methylpropyl)-1H-pyrazole-3-carboxamide). As a reaction SMILES: [CH2:1]([N:5]1[C:9]([CH2:10][C:11]([OH:14])([CH3:13])[CH3:12])=[CH:8][C:7]([C:15]([O:17]CC)=O)=[N:6]1)[CH2:2][CH2:3][CH3:4].[NH3:20]>CO>[CH2:1]([N:5]1[C:9]([CH2:10][C:11]([OH:14])([CH3:13])[CH3:12])=[CH:8][C:7]([C:15]([NH2:20])=[O:17])=[N:6]1)[CH2:2][CH2:3][CH3:4]. Procedure: Ethyl 1-butyl-5-(2-hydroxy-2-methylpropyl)-1H-pyrazole-3-carboxylate (26 g, 97 mmol) and ammonia (160 mL of a 7 N solution in methanol) were heated at 150° C. in a stainless steel reactor for 42 hours and allowed to cool to ambient temperature. The volatiles were removed under reduced pressure to provide 1-butyl-5-(2-hydroxy-2-methylpropyl)-1H-pyrazole-3-carboxamide as a black oil, which was treated with trifluoroacetic anhydride (40 mL, 289 mmol) and triethylamine (53 mL, 386 mmol) according to... Starting materials: NN1C(=NN=C(C1=O)C(C)(C)C)SC (4-amino-6-tert.-butyl-3-methylthio-1,2,4-triazin-5-one), O.C(C=O)(=O)O (glyoxylic acid monohydrate), C(C)O (ethanol). Run at time 0.5 hour. Product: CSC1=NN=C(C(N1NC(C(=O)O)OCC)=O)C(C)(C)C (N-(3-methylthio-6-tert.-butyl-1,2,4-triazin-5-on-4-yl)- α-ethoxy-glycine). The yield is 96.0%. As a reaction SMILES: [NH2:1][N:2]1[C:7](=[O:8])[C:6]([C:9]([CH3:12])([CH3:11])[CH3:10])=[N:5][N:4]=[C:3]1[S:13][CH3:14].O.[C:16]([OH:20])(=[O:19])[CH:17]=[O:18].[CH2:21](O)[CH3:22]>>[CH3:14][S:13][C:3]1[N:2]([NH:1][CH:17]([O:18][CH2:21][CH3:22])[C:16]([OH:20])=[O:19])[C:7](=[O:8])[C:6]([C:9]([CH3:11])([CH3:10])[CH3:12])=[N:5][N:4]=1 |f:1.2|. Procedure details: 214 g (1 mol) of 4-amino-6-tert.-butyl-3-methylthio-1,2,4-triazin-5-one, 101 g (1.1 mols) of glyoxylic acid monohydrate and 2 liters of ethanol were stirred for 12 hours at room temperature. The product which had precipitated was filtered off and the filtrate was concentrated, whereupon further material crystallized out. The combined filtrate residues were stirred in about 500 ml of cold water for 1/2 hour and the product was filtered off and dried at 40° C in vacuo. 304 g (96% of theory) of N-(... Starting materials: BrC1=CC(=C(C=C1)C(=O)N1CCN(CC1)C1=NC=C(C=C1C)C)F ((4-bromo-2-fluorophenyl)[4-(3,5-dimethylpyridin-2-yl)piperazin-1-yl]methanone), C(C)(=O)N1C(NCC1)=O (1-acetylimidazolidin-2-one). The product is C(C)(=O)N1C(N(CC1)C1=CC(=C(C=C1)C(=O)N1CCN(CC1)C1=NC=C(C=C1C)C)F)=O (1-acetyl-3-{4-[4-(3,5-dimethylpyridin-2-yl)piperazine-1-carbonyl]-3-fluorophenyl}imidazolidin-2-one). The yield is 53.9%. As a reaction SMILES: Br[C:2]1[CH:7]=[CH:6][C:5]([C:8]([N:10]2[CH2:15][CH2:14][N:13]([C:16]3[C:21]([CH3:22])=[CH:20][C:19]([CH3:23])=[CH:18][N:17]=3)[CH2:12][CH2:11]2)=[O:9])=[C:4]([F:24])[CH:3]=1.[C:25]([N:28]1[CH2:32][CH2:31][NH:30][C:29]1=[O:33])(=[O:27])[CH3:26]>>[C:25]([N:28]1[CH2:32][CH2:31][N:30]([C:2]2[CH:7]=[CH:6][C:5]([C:8]([N:10]3[CH2:15][CH2:14][N:13]([C:16]4[C:21]([CH3:22])=[CH:20][C:19]([CH3:23])=[CH:18][N:17]=4)[CH2:12][CH2:11]3)=[O:9])=[C:4]([F:24])[CH:3]=2)[C:29]1=[O:33])(=[O:27])[CH3:26]. Procedure details: Using (4-bromo-2-fluorophenyl)[4-(3,5-dimethylpyridin-2-yl)piperazin-1-yl]methanone (235 mg) described in Preparation Example 114 and 1-acetylimidazolidin-2-one (115 mg) and by the reaction and treatment in the same manner as in Example 1, the title compound (142 mg) was obtained. Starting materials: ClCC(=O)N(C(C(=O)OC)CC)C1=C(C=CC2=CC=CC=C12)C (methyl 2-(N-chloroacetyl-2-methylnaphth-1-ylamino)-butyrate), N1C=NC=C1 (imidazole). The solvent is CN(C=O)C (N,N-dimethylformamide). Product: N1(C=NC=C1)CC(=O)N(C(C(=O)OC)CC)C1=C(C=CC2=CC=CC=C12)C (methyl 2-[N-(imidazol-1-ylacetyl)-2-methylnaphth-1-ylamino]-butyrate). The yield is 60.8%. RXN SMILES: Cl[CH2:2][C:3]([N:5]([C:13]1[C:22]2[C:17](=[CH:18][CH:19]=[CH:20][CH:21]=2)[CH:16]=[CH:15][C:14]=1[CH3:23])[CH:6]([CH2:11][CH3:12])[C:7]([O:9][CH3:10])=[O:8])=[O:4].[NH:24]1[CH:28]=[CH:27][N:26]=[CH:25]1>CN(C)C=O>[N:24]1([CH2:2][C:3]([N:5]([C:13]2[C:22]3[C:17](=[CH:18][CH:19]=[CH:20][CH:21]=3)[CH:16]=[CH:15][C:14]=2[CH3:23])[CH:6]([CH2:11][CH3:12])[C:7]([O:9][CH3:10])=[O:8])=[O:4])[CH:28]=[CH:27][N:26]=[CH:25]1. Procedure details: 12 g (0.036 mole) of methyl 2-(N-chloroacetyl-2-methylnaphth-1-ylamino)-butyrate (Example 1) were dissolved in 60 ml of dry N,N-dimethylformamide, and the solution was stirred with 7.3 g (0.108 mole) of imidazole at 70° C. for 10 hours. The mixture was concentrated under reduced pressure, and the residue was extracted by shaking with 150 ml of methylene chloride and 50 ml of water. The organic layer was separated off, washed with twice 50 ml of water, dried over sodium sulfate, and concentrated ... The reactants are CC1=C(C(=CC(=C1)C)C)S(=O)(=O)OC1=NC(=NC(=C1CC1=C(C=C(C=C1)CCl)OC)C)N (2-amino-5-(4-(chloromethyl)-2-methoxybenzyl)-6-methylpyrimidin-4-yl 2,4,6-trimethylbenzenesulfonate), NCC(=O)OCC (ethyl glycinate). Product: NC1=NC(=C(C(=N1)OS(=O)(=O)C1=C(C=C(C=C1C)C)C)CC1=C(C=C(CNCC(=O)OCC)C=C1)OC)C (ethyl 2-(4-((2-amino-4-(mesitylsulfonyloxy)-6-methylpyrimidin-5-yl)methyl)-3-methoxybenzylamino)acetate). RXN SMILES: [CH3:1][C:2]1[CH:7]=[C:6]([CH3:8])[CH:5]=[C:4]([CH3:9])[C:3]=1[S:10]([O:13][C:14]1[C:19]([CH2:20][C:21]2[CH:26]=[CH:25][C:24]([CH2:27]Cl)=[CH:23][C:22]=2[O:29][CH3:30])=[C:18]([CH3:31])[N:17]=[C:16]([NH2:32])[N:15]=1)(=[O:12])=[O:11].[NH2:33][CH2:34][C:35]([O:37][CH2:38][CH3:39])=[O:36]>>[NH2:32][C:16]1[N:15]=[C:14]([O:13][S:10]([C:3]2[C:4]([CH3:9])=[CH:5][C:6]([CH3:8])=[CH:7][C:2]=2[CH3:1])(=[O:12])=[O:11])[C:19]([CH2:20][C:21]2[CH:26]=[CH:25][C:24]([CH2:27][NH:33][CH2:34][C:35]([O:37][CH2:38][CH3:39])=[O:36])=[CH:23][C:22]=2[O:29][CH3:30])=[C:18]([CH3:31])[N:17]=1. Procedure: The sub-title compound was synthesized by the method of example 1 step (vii) from the product of example 1 step (v) (100 mg) and ethyl glycinate. The sub-title compound (23 mg) was obtained as a colourless amorphous solid; 1H NMR (300 MHz, CDCl3); 6.92 (2H, s), 6.84 (1H, s), 6.76-6.70 (2H, m), 4.68 (2H, br s), 4.18 (2H, q), 3.81 (3H, s), 3.79 (2H, s), 3.77 (2H, s), 3.39 (2H, s), 2.56 (6H, s), 2.28 (3H, s), 2.22 (3H, s), 1.26 (3H, t); LC-MS: m/z=543. Starting materials: C1(=CC=CC=C1)C(C1=CC=CC=C1)N (1,1-diphenyl methylamine), ClC1=NC=C(C(=N1)Cl)F (2,4-dichloro-5-fluoropyrimidine). Product: C1(=CC=CC=C1)C(NC1=NC=C(C(=N1)NC(C1=CC=CC=C1)C1=CC=CC=C1)F)C1=CC=CC=C1 (N2,N4-bis(diphenylmethyl)-5-fluoro-2,4-pyrimidinediamine). RXN SMILES: [C:1]1([CH:7]([NH2:14])[C:8]2[CH:13]=[CH:12][CH:11]=[CH:10][CH:9]=2)[CH:6]=[CH:5][CH:4]=[CH:3][CH:2]=1.Cl[C:16]1[N:21]=[C:20](Cl)[C:19]([F:23])=[CH:18][N:17]=1>>[C:1]1([CH:7]([C:8]2[CH:9]=[CH:10][CH:11]=[CH:12][CH:13]=2)[NH:14][C:16]2[N:21]=[C:20]([NH:14][CH:7]([C:1]3[CH:6]=[CH:5][CH:4]=[CH:3][CH:2]=3)[C:8]3[CH:13]=[CH:12][CH:11]=[CH:10][CH:9]=3)[C:19]([F:23])=[CH:18][N:17]=2)[CH:6]=[CH:5][CH:4]=[CH:3][CH:2]=1. Reported procedure: In like manner to the preparation of N2,N4-bis(3-hydroxyphenyl)-5-fluoro-2,4-pyrimidinediamine, 1,1-diphenyl methylamine and 2,4-dichloro-5-fluoropyrimidine were reacted to produce N2,N4-bis(diphenylmethyl)-5-fluoro-2,4-pyrimidinediamine. 1H NMR (CDCl3): δ 7.91 (d, 1H, J=2.3 Hz), 7.39–7.25 (m, 20H), 6.51 (d, 1H, J=8.2 Hz), 5.77 (d, 1H, J=7.0 Hz); LCMS: ret. time: 33.46 min.; purity: 92%; MS (m/e): 461 (MH+). The reactants are C1CCOC1, COC(=O)c1ccc(Cl)nc1, [H-], [Na+], OCc1c(-c2ccccc2)noc1C=Cc1ccccc1. The product is COC(=O)c1ccc(OCc2c(-c3ccccc3)noc2C=Cc2ccccc2)nc1. RXN SMILES: [CH2:35]1[O:36][CH2:37][CH2:38][CH2:39]1.[Cl:24][c:25]1[cH:26][cH:27][c:28]([C:31](=[O:32])[O:33][CH3:34])[cH:29][n:30]1.[H-:22].[Na+:23].[c:1]1(-[c:7]2[n:8][o:9][c:10]([CH:14]=[CH:15][c:16]3[cH:17][cH:18][cH:19][cH:20][cH:21]3)[c:11]2[CH2:12][OH:13])[cH:2][cH:3][cH:4][cH:5][cH:6]1>>[c:1]1(-[c:7]2[n:8][o:9][c:10]([CH:14]=[CH:15][c:16]3[cH:17][cH:18][cH:19][cH:20][cH:21]3)[c:11]2[CH2:12][O:13][c:25]2[cH:26][cH:27][c:28]([C:31](=[O:32])[O:33][CH3:34])[cH:29][n:30]2)[cH:2][cH:3][cH:4][cH:5][cH:6]1. The reactants are [K+].[Br-] (KBr), C(C1=CC=CC=C1)C1=CC=C(N1)C(=O)N[C@@H](C)C(=O)NC(CC(=O)O)C=O (3-[N-(5-Benzylpyrrole-2-carbonyl)-L-alaninyl]amino-4-oxobutanoic acid), C(C1=CC=CC=C1)C1=CC=C(N1)C(=O)N[C@H](C)C(=O)N[C@@H]1[C@H](OC(C1)=O)OCC1=CC=CC=C1 ((2R,S,3S)N2 -(5-Benzylpyrrole-2-carbonyl)-N-(tetrahydro-2-benzyloxy-5-oxo-3-furanyl)-L-alaninamide), N1C(=CC=C1)C(=O)N[C@@H](C)C(=O)NC(CC(=O)O)C=O (3-[N-(Pyrrole-2-carbonyl)-L-alaninyl]amino-4-oxobutanoic acid). The solvent is O (H2O), CO (methanol). The product is N1C(=CC=C1)C(=O)N[C@H](C)C(=O)N[C@@H]1[C@H](OC(C1)=O)OCC1=CC=CC=C1 ((2R,S,3S)N2 -(Pyrrole-2-carbonyl)-N-(tetrahydro-2-benzyloxy-5-oxo-3-furanyl)-L-alaninamide). Reaction SMILES: C(C1NC(C(N[C@H](C(NC(C=O)CC(O)=O)=O)C)=O)=CC=1)C1C=CC=CC=1.C([C:35]1[NH:39][C:38]([C:40]([NH:42][C@@H:43]([C:45]([NH:47][C@H:48]2[CH2:52][C:51](=[O:53])[O:50][C@@H:49]2[O:54][CH2:55][C:56]2[CH:61]=[CH:60][CH:59]=[CH:58][CH:57]=2)=[O:46])[CH3:44])=[O:41])=[CH:37][CH:36]=1)C1C=CC=CC=1.N1C=CC=C1C(N[C@H](C(NC(C=O)CC(O)=O)=O)C)=O.[K+].[Br-]>O.CO>[NH:39]1[CH:35]=[CH:36][CH:37]=[C:38]1[C:40]([NH:42][C@@H:43]([C:45]([NH:47][C@H:48]1[CH2:52][C:51](=[O:53])[O:50][C@@H:49]1[O:54][CH2:55][C:56]1[CH:61]=[CH:60][CH:59]=[CH:58][CH:57]=1)=[O:46])[CH3:44])=[O:41] |f:3.4|. Procedure details: 3-[N-(5-Benzylpyrrole-2-carbonyl)-L-alaninyl]amino-4-oxobutanoic acid (36b), was prepared (41%) from 35b by the method described for compound 36a, to afford an off white solid: mp. 109°-112° C.; [α]D25 +6.3° (c 0.3, methanol); IR (KBr) 3368, 1724, 1630, 1530, 1453, 1414, 1233, 1049; 1H NMR(d4 methanol) δ 7.25-7.11 (5H, m), 6.76 (1H, d, J=3.5), 5.84 (1H, d, J=3.5), 4.51 (1H, m), 4.43 (1H, q, J=7.1), 4.23 (1H, m), 2.5 (2H, m),1.35 (3H, d, J=7.0). Anal. Calcd for C19H21N3O5.1.75 H2O: C, 56.64; H, 6... Starting materials: C(C)(C)NCCCNC(C)C (N,N'-diisopropyl propane-1,3-diamine), [N+](=O)([O-])C1=CC=C(C=C1)S(=O)(=O)Cl (p-nitrobenzenesulfonyl chloride). Run in C(Cl)Cl (methylene chloride). Run at time 2 hour. Yields the product CC(C)N(S(=O)(=O)C1=CC=C(C=C1)[N+](=O)[O-])CCCNC(C)C (N-(1-Methylethyl)-N-[3-(1-methylethylamino)propyl]-4-nitrobenzene sulfonamide). Yield: 56.8%. RXN SMILES: [CH:1]([NH:4][CH2:5][CH2:6][CH2:7][NH:8][CH:9]([CH3:11])[CH3:10])([CH3:3])[CH3:2].[N+:12]([C:15]1[CH:20]=[CH:19][C:18]([S:21](Cl)(=[O:23])=[O:22])=[CH:17][CH:16]=1)([O-:14])=[O:13]>C(Cl)Cl>[CH3:10][CH:9]([N:8]([CH2:7][CH2:6][CH2:5][NH:4][CH:1]([CH3:3])[CH3:2])[S:21]([C:18]1[CH:17]=[CH:16][C:15]([N+:12]([O-:14])=[O:13])=[CH:20][CH:19]=1)(=[O:22])=[O:23])[CH3:11]. Procedure: To N,N'-diisopropyl propane-1,3-diamine (23.43 g) in methylene chloride was added p-nitrobenzenesulfonyl chloride (11.08 g, 0.05 mole) dropwise and the reaction stirred 2 hours. The reaction was filtered, stripped, the residue dissolved in diethyl ether, refiltered after washing with water and the contents of the filtrate chromatographed on dry column silica gel with ethyl acetate to provide 9.75 g of clear product as the free base. Preparation of hydrochloride salt gave 8.22 g, m.r. 183°-185° C...